Dataset: the Open Reaction Database (ORD), a public repository of structured organic reaction records. Task: describe an organic reaction: reactants, conditions, products, and yield Reactants: COCCOC, Cl, OB(O)c1ccccc1C(F)(F)F, O=C(O)C1Cc2ccccc2N1S(=O)(=O)c1ccc(I)cc1, [Na+], [Na+], O=C([O-])[O-], O. Yields the product O=C(O)C1Cc2ccccc2N1S(=O)(=O)c1ccc(-c2ccccc2C(F)(F)F)cc1. As a reaction SMILES: [CH3:43][O:44][CH2:45][CH2:46][O:47][CH3:48].[ClH:42].[F:29][C:30]([c:31]1[c:32]([B:37]([OH:38])[OH:39])[cH:33][cH:34][cH:35][cH:36]1)([F:40])[F:41].[I:1][c:2]1[cH:3][cH:4][c:5]([S:8](=[O:9])(=[O:10])[N:11]2[CH:12]([C:20](=[O:21])[OH:22])[CH2:13][c:14]3[cH:15][cH:16][cH:17][cH:18][c:19]32)[cH:6][cH:7]1.[Na+:23].[Na+:24].[O-:25][C:26](=[O:27])[O-:28].[OH2:49]>>[c:2]1(-[c:32]2[c:31]([C:30]([F:29])([F:40])[F:41])[cH:36][cH:35][cH:34][cH:33]2)[cH:3][cH:4][c:5]([S:8](=[O:9])(=[O:10])[N:11]2[CH:12]([C:20](=[O:21])[OH:22])[CH2:13][c:14]3[cH:15][cH:16][cH:17][cH:18][c:19]32)[cH:6][cH:7]1.